From a dataset of the Open Reaction Database (ORD), a public repository of structured organic reaction records. describe an organic reaction: reactants, conditions, products, and yield Reactants: CC(=O)C1=CC(=C(C(=C1)OC)OC)OC (3,4,5-trimethoxyacetophenone), Ba(OH)2, COC1=CC=C(C=C1)NC1=NC=CC=C1C=CC(=O)C1=CC(=C(C(=C1)OC)OC)OC (3-(2-(4-Methoxyphenylamino) pyridin-3-yl)-1-(3,4,5-trimethoxyphenyl)prop-2-en-1-one), 8h, FC1=CC=C(C=C1)NC1=C(C=O)C=CC=N1 (2-(4-fluorophenylamino)nicotinaldehyde), Cl (HCl). Yield: 90.0%. Yields the product FC1=CC=C(C=C1)NC1=NC=CC=C1C=CC(=O)C1=CC(=C(C(=C1)OC)OC)OC (3-(2-(4-Fluorophenylamino)pyridin-3-yl)-1-(3,4,5-trimethoxyphenyl)prop-2-en-1-one). Run in CO (methanol). As a reaction SMILES: [CH3:1][C:2]([C:4]1[CH:9]=[C:8]([O:10][CH3:11])[C:7]([O:12][CH3:13])=[C:6]([O:14][CH3:15])[CH:5]=1)=[O:3].[F:16][C:17]1[CH:22]=[CH:21][C:20]([NH:23][C:24]2[N:31]=[CH:30][CH:29]=[CH:28][C:25]=2[CH:26]=O)=[CH:19][CH:18]=1.COC1C=CC(NC2C(C=CC(C3C=C(OC)C(OC)=C(OC)C=3)=O)=CC=CN=2)=CC=1.Cl>CO>[F:16][C:17]1[CH:22]=[CH:21][C:20]([NH:23][C:24]2[C:25]([CH:26]=[CH:1][C:2]([C:4]3[CH:5]=[C:6]([O:14][CH3:15])[C:7]([O:12][CH3:13])=[C:8]([O:10][CH3:11])[CH:9]=3)=[O:3])=[CH:28][CH:29]=[CH:30][N:31]=2)=[CH:19][CH:18]=1. Procedure details: To a solution of 3,4,5-trimethoxyacetophenone (194 mg, 0.925 mmol) in methanol (5 mL) was added 2N Ba(OH)2 solution (2 ml) and stirred for 5 minutes followed by the addition of 2-(4-fluorophenylamino)nicotinaldehyde (200 mg, 0.925 mmol) and the reaction mixture was stirred at a temperature of 30° C. for 6h and the reaction was monitored by TLC. After 8h the reaction mixture is acidified with 2N HCl. The resulting precipitate was filtered, washed thoroughly with water and dried over anhydrous CaC... Reaction conditions: time 5 minute. The reactants are CNC(C)=O, Cc1ccccc1, C[SiH](C)O[Si](C)(C)O[SiH](C)C, [Pt]. The product is CC(=O)N(C)[Si](C)(C)O[Si](C)(C)O[SiH](C)C. RXN SMILES: [CH3:12][NH:13][C:14]([CH3:15])=[O:16].[CH3:18][c:19]1[cH:20][cH:21][cH:22][cH:23][cH:24]1.[CH3:1][SiH:2]([O:3][Si:4]([O:5][SiH:6]([CH3:7])[CH3:8])([CH3:9])[CH3:10])[CH3:11].[Pt:17]>>[CH3:1][Si:2]([O:3][Si:4]([O:5][SiH:6]([CH3:7])[CH3:8])([CH3:9])[CH3:10])([CH3:11])[N:13]([CH3:12])[C:14]([CH3:15])=[O:16].